This data is from the Open Reaction Database (ORD), a public repository of structured organic reaction records. The task is: describe an organic reaction: reactants, conditions, products, and yield The reactants are C(C)(=O)C1=C(OCC(=O)O)C=CC(=C1)F ((2-acetyl-4-fluorophenoxy)acetic acid), C(C)(=O)[O-].[Na+] (sodium acetate), C(C)(=O)OC(C)=O (acetic anhydride). Solvent: O (water). Run at temperature 110 celsius, time 15 hour. Yields the product FC=1C=CC2=C(C(=CO2)C)C1 (5-fluoro-3-methyl-1-benzofuran). The yield is 90.7%. As a reaction SMILES: [C:1]([C:4]1[CH:14]=[C:13]([F:15])[CH:12]=[CH:11][C:5]=1[O:6][CH2:7]C(O)=O)(=O)[CH3:2].C([O-])(=O)C.[Na+].C(OC(=O)C)(=O)C>O>[F:15][C:13]1[CH:12]=[CH:11][C:5]2[O:6][CH:7]=[C:1]([CH3:2])[C:4]=2[CH:14]=1 |f:1.2|. Reported procedure: A mixture of (2-acetyl-4-fluorophenoxy)acetic acid (22.94 g) synthesized above, sodium acetate (44.38 g) and acetic anhydride (200 mL) was stirred at 110° C. for 15 hr. The reaction mixture was cooled to room temperature, water was added and the mixture was extracted with ethyl acetate. The organic layer was washed with saturated aqueous sodium hydrogen carbonate solution and saturated brine, and dried over anhydrous magnesium sulfate. After filtration, the filtrate was concentrated. The residue... The reactants are N\C(=C/C(=O)OCC)\C(F)(F)F (ethyl 3-amino-4,4,4-trifluorocrotonate), [H-].[Na+] (sodium hydride), ClC1=CC(=C(C=C1OC1=C(C=CC=C1)OCC(=O)OCC)N=C=O)F (4-chloro-2-fluoro-5-{2-(ethoxycarbonylmethoxy)phenoxy}phenyl isocyanate), Cl (hydrochloric acid), ice water. Run in CN(C=O)C (N,N-dimethylformamide), CN(C=O)C (N,N-dimethylformamide). Reaction conditions: temperature 0 celsius. Yields the product ClC1=C(OC2=C(OCC(=O)OCC)C=CC=C2)C=C(C(=C1)F)N1C(NC(=CC1=O)C(F)(F)F)=O (ethyl [2-{2-chloro-5-[2,6-dioxo-4-(trifluoromethyl)-1,2,3,6-tetrahydropyrimidin-1-yl]-4-fluorophenoxy}phenoxy]acetate). RXN SMILES: [NH2:1]/[C:2](/[C:9]([F:12])([F:11])[F:10])=[CH:3]\[C:4]([O:6]CC)=O.[H-].[Na+].[Cl:15][C:16]1[C:21]([O:22][C:23]2[CH:28]=[CH:27][CH:26]=[CH:25][C:24]=2[O:29][CH2:30][C:31]([O:33][CH2:34][CH3:35])=[O:32])=[CH:20][C:19]([N:36]=[C:37]=[O:38])=[C:18]([F:39])[CH:17]=1.Cl>CN(C)C=O>[Cl:15][C:16]1[CH:17]=[C:18]([F:39])[C:19]([N:36]2[C:4](=[O:6])[CH:3]=[C:2]([C:9]([F:10])([F:11])[F:12])[NH:1][C:37]2=[O:38])=[CH:20][C:21]=1[O:22][C:23]1[CH:28]=[CH:27][CH:26]=[CH:25][C:24]=1[O:29][CH2:30][C:31]([O:33][CH2:34][CH3:35])=[O:32] |f:1.2|. Reported procedure: To ethyl 3-amino-4,4,4-trifluorocrotonate are added N,N-dimethylformamide and sodium hydride and the mixture is stirred at 0° C. Thereafter, to the reaction solution is added a mixture of 4-chloro-2-fluoro-5-{2-(ethoxycarbonylmethoxy)phenoxy}phenyl isocyanate [Intermediate compound A12-23] and N,N-dimethylformamide, and the mixture is stirred at room temperature. The reaction solution is poured into a mixture of hydrochloric acid and ice water, and the deposited crystal is collected by filtratio... Reactants: CC(C)(C)OC(=O)Nc1ccc(C#Cc2ccccc2)cc1NC(=O)CC(=O)c1cccc(I)c1, ClCCl, O=C(O)C(F)(F)F. Yields the product O=C1CC(c2cccc(I)c2)=Nc2ccc(C#Cc3ccccc3)cc2N1. As a reaction SMILES: [C:1]([O:2][C:3](=[O:4])[NH:7][c:8]1[c:9]([NH:22][C:23]([CH2:24][C:25](=[O:5])[c:27]2[cH:28][c:29]([I:33])[cH:30][cH:31][cH:32]2)=[O:34])[cH:10][c:11]([C:14]#[C:15][c:16]2[cH:17][cH:18][cH:19][cH:20][cH:21]2)[cH:12][cH:13]1)([CH3:6])([CH3:26])[CH3:35].[Cl:43][CH2:44][Cl:45].[F:36][C:37]([F:38])([F:39])[C:40]([OH:41])=[O:42]>>[N:7]1=[C:25]([c:27]2[cH:28][c:29]([I:33])[cH:30][cH:31][cH:32]2)[CH2:24][C:23](=[O:34])[NH:22][c:9]2[c:8]1[cH:13][cH:12][c:11]([C:14]#[C:15][c:16]1[cH:17][cH:18][cH:19][cH:20][cH:21]1)[cH:10]2.